Task: describe an organic reaction: reactants, conditions, products, and yield. Dataset: the Open Reaction Database (ORD), a public repository of structured organic reaction records Starting materials: BrBr (Bromine), OCC1=CC2=C(C(CN(CC2)C)C2=CC=CC=C2)S1 (2-hydroxymethyl-6-methyl-8-phenyl-5,6,7,8-tetrahydro-4H-thieno[2,3-d]azepine), O.O.O.C(C)(=O)[O-].[Na+] (sodium acetate trihydrate). Run in C(C)(=O)O (acetic acid). Product: BrC1=C(SC=2C(CN(CCC21)C)C2=CC=CC=C2)CO (3-Bromo-2-hydroxymethyl-6-methyl-8-phenyl-5,6,7,8-tetrahydro-4H-thieno[2,3-d]azepine). RXN SMILES: [Br:1]Br.[OH:3][CH2:4][C:5]1[S:21][C:8]2[CH:9]([C:15]3[CH:20]=[CH:19][CH:18]=[CH:17][CH:16]=3)[CH2:10][N:11]([CH3:14])[CH2:12][CH2:13][C:7]=2[CH:6]=1.O.O.O.C([O-])(=O)C.[Na+]>C(O)(=O)C>[Br:1][C:6]1[C:7]2[CH2:13][CH2:12][N:11]([CH3:14])[CH2:10][CH:9]([C:15]3[CH:20]=[CH:19][CH:18]=[CH:17][CH:16]=3)[C:8]=2[S:21][C:5]=1[CH2:4][OH:3] |f:2.3.4.5.6|. Procedure details: Bromine (0.23 ml) was added dropwise to a stirred solution of 2-hydroxymethyl-6-methyl-8-phenyl-5,6,7,8-tetrahydro-4H-thieno[2,3-d]azepine (1.20 g) and sodium acetate trihydrate (1.8 g) in acetic acid (60 ml) at room temperature. After 1 hour the solution was evaporated, the residue dissolved in water (100 ml), basified to pH~11 with 0.880 ammonia solution and extracted with dichloromethane (2×100 ml). The extracts were dried, filtered and evaporated to a brown oil (1.74 g). Chromatography on si... Starting materials: N1C(=O)C(=O)C2=CC=CC=C12 (isatin), COC=1C=C(C=CC1OC)CC(=O)O (3,4-dimethoxyphenylacetic acid), C(C)(=O)[O-].[Na+] (sodium acetate). The solvent is CC(=O)O (AcOH). Conditions: temperature 200 celsius. The product is OC1=NC2=CC=CC=C2C(=C1C1=CC(=C(C=C1)OC)OC)C(=O)O (2-hydroxy-3-[(3,4-dimethoxy)phenyl]quinoline-4-carboxylic acid), crude intermediate. RXN SMILES: [NH:1]1[C:11]2[C:6](=[CH:7][CH:8]=[CH:9][CH:10]=2)[C:4](=O)[C:2]1=[O:3].[CH3:12][O:13][C:14]1[CH:15]=[C:16]([CH2:22][C:23](O)=[O:24])[CH:17]=[CH:18][C:19]=1[O:20][CH3:21].C([O-])(=[O:28])C.[Na+]>CC(O)=O>[OH:24][C:23]1[C:22]([C:16]2[CH:17]=[CH:18][C:19]([O:20][CH3:21])=[C:14]([O:13][CH3:12])[CH:15]=2)=[C:4]([C:2]([OH:28])=[O:3])[C:6]2[C:11](=[CH:10][CH:9]=[CH:8][CH:7]=2)[N:1]=1 |f:2.3|. Reported procedure: A mixture of isatin (2.21 g, 15 mmol), 3,4-dimethoxyphenylacetic acid (4.91 g, 25 mmol) and sodium acetate (0.3 g) was heated at 200° C. for 3 hrs (TLC monitoring). After cooling, the mixture was added with AcOH (100 mL), and the precipitate was collected, washed with H2O, and dried to give 2-hydroxy-3-[(3,4-dimethoxy)phenyl]quinoline-4-carboxylic acid as a crude intermediate, which was used in the next step without further purification. Reactants: 25.5, C1(=CC=CC=C1)C(C)N1C=NC=C1C(=O)O ((-)-1-(1-phenylethyl)-1H-imidazole-5-carboxylic acid), S(=O)(Cl)Cl (sulfinyl chloride). Yields the product Cl.C1(=CC=CC=C1)C(C)N1C=NC=C1C(=O)Cl ((-)-1-(1-phenylethyl)-1H-imidazole-5-carbonyl chloride hydrochloride). Yield: 94.0%. Reaction SMILES: [C:1]1([CH:7]([N:9]2[C:13]([C:14]([OH:16])=O)=[CH:12][N:11]=[CH:10]2)[CH3:8])[CH:6]=[CH:5][CH:4]=[CH:3][CH:2]=1.S(Cl)([Cl:19])=O>>[ClH:19].[C:1]1([CH:7]([N:9]2[C:13]([C:14]([Cl:19])=[O:16])=[CH:12][N:11]=[CH:10]2)[CH3:8])[CH:6]=[CH:5][CH:4]=[CH:3][CH:2]=1 |f:2.3|. Reported procedure: A mixture of 25.5 parts of (-)-1-(1-phenylethyl)-1H-imidazole-5-carboxylic acid and 280 parts of sulfinyl chloride is stirred and refluxed for 2 hours. The reaction mixture is cooled in an ice-bath. The product crystallizes upon the addtion of 2,2'-oxybispropane. It is filtered off, washed with 2,2'-oxybispropane and dried, yielding 94% of (-)-1-(1-phenylethyl)-1H-imidazole-5-carbonyl chloride hydrochloride.